Dataset: the Open Reaction Database (ORD), a public repository of structured organic reaction records. Task: describe an organic reaction: reactants, conditions, products, and yield Reactants: C1CCOC1, CC(C)C(N)C(=O)O, CNCc1csc(C(C)C)n1, [H-], [Na+], CC(C)C(NC(=O)Oc1ccccc1)C(=O)O. Product: CC(C)c1nc(CN(C)C(=O)NC(C(=O)O)C(C)C)cs1. As a reaction SMILES: [CH2:39]1[O:40][CH2:41][CH2:42][CH2:43]1.[CH3:20][CH:21]([CH:22]([C:23](=[O:24])[OH:25])[NH2:26])[CH3:27].[CH3:28][NH:29][CH2:30][c:31]1[n:32][c:33]([CH:36]([CH3:37])[CH3:38])[s:34][cH:35]1.[H-:2].[Na+:1].[O:3]([c:4]1[cH:5][cH:6][cH:7][cH:8][cH:9]1)[C:10](=[O:11])[NH:12][CH:13]([CH:14]([CH3:15])[CH3:16])[C:17](=[O:18])[OH:19]>>[C:10](=[O:11])([NH:12][CH:13]([CH:14]([CH3:15])[CH3:16])[C:17](=[O:18])[OH:19])[N:29]([CH3:28])[CH2:30][c:31]1[n:32][c:33]([CH:36]([CH3:37])[CH3:38])[s:34][cH:35]1.